From a dataset of the Open Reaction Database (ORD), a public repository of structured organic reaction records. describe an organic reaction: reactants, conditions, products, and yield Starting materials: N#CCCCCCSc1nsnc1-c1cccnc1, CI, CC(C)=O. Yields the product C[n+]1cccc(-c2nsnc2SCCCCCC#N)c1, [I-]. As a reaction SMILES: [C:3](#[N:4])[CH2:5][CH2:6][CH2:7][CH2:8][CH2:9][S:10][c:11]1[n:12][s:13][n:14][c:15]1-[c:16]1[cH:17][n:18][cH:19][cH:20][cH:21]1.[CH3:1][I:2].[CH3:22][C:23](=[O:24])[CH3:25]>>[CH3:1][n+:18]1[cH:17][c:16](-[c:15]2[c:11]([S:10][CH2:9][CH2:8][CH2:7][CH2:6][CH2:5][C:3]#[N:4])[n:12][s:13][n:14]2)[cH:21][cH:20][cH:19]1.[I-:2].